This data is from the Open Reaction Database (ORD), a public repository of structured organic reaction records. The task is: describe an organic reaction: reactants, conditions, products, and yield Starting materials: CCOC(=O)c1ccc(O)cn1, C1CCOC1, Cc1onc(-c2ccccc2)c1CO, CCOC(=O)N=NC(=O)OCC, c1ccc(P(c2ccccc2)c2ccccc2)cc1. Product: CCOC(=O)c1ccc(OCc2c(-c3ccccc3)noc2C)cn1. Reaction SMILES: [CH2:15]([CH3:16])[O:17][C:18](=[O:19])[c:20]1[n:21][cH:22][c:23]([OH:26])[cH:24][cH:25]1.[CH2:58]1[O:59][CH2:60][CH2:61][CH2:62]1.[CH3:1][c:2]1[c:3]([CH2:13][OH:14])[c:4](-[c:7]2[cH:8][cH:9][cH:10][cH:11][cH:12]2)[n:5][o:6]1.[O:46]=[C:47]([O:48][CH2:49][CH3:50])[N:51]=[N:52][C:53]([O:54][CH2:55][CH3:56])=[O:57].[c:27]1([P:28]([c:29]2[cH:30][cH:31][cH:32][cH:33][cH:34]2)[c:35]2[cH:36][cH:37][cH:38][cH:39][cH:40]2)[cH:41][cH:42][cH:43][cH:44][cH:45]1>>[CH3:1][c:2]1[c:3]([CH2:13][O:14][c:23]2[cH:22][n:21][c:20]([C:18]([O:17][CH2:15][CH3:16])=[O:19])[cH:25][cH:24]2)[c:4](-[c:7]2[cH:8][cH:9][cH:10][cH:11][cH:12]2)[n:5][o:6]1. Starting materials: NC1=C(C=C(C(=C1N)O)C(C)(C)C)C (2,3-diamino-4-hydroxy-5-tert-butyltoluene), C1(=CC=CC=C1)CC(=O)O (phenylacetic acid). Product: C(C1=CC=CC=C1)C=1NC2=C(N1)C(=CC(=C2O)C(C)(C)C)C (2-Benzyl-4-hydroxy-5-tert-butyl-7-methylbenzimidazole). The yield is 51.1%. As a reaction SMILES: [NH2:1][C:2]1[C:7]([NH2:8])=[C:6]([OH:9])[C:5]([C:10]([CH3:13])([CH3:12])[CH3:11])=[CH:4][C:3]=1[CH3:14].[C:15]1([CH2:21][C:22](O)=O)[CH:20]=[CH:19][CH:18]=[CH:17][CH:16]=1>>[CH2:21]([C:22]1[NH:8][C:7]2[C:6]([OH:9])=[C:5]([C:10]([CH3:11])([CH3:13])[CH3:12])[CH:4]=[C:3]([CH3:14])[C:2]=2[N:1]=1)[C:15]1[CH:20]=[CH:19][CH:18]=[CH:17][CH:16]=1. Procedure: A mixture of 2,3-diamino-4-hydroxy-5-tert-butyltoluene (Description 11) (prepared from 12 g of 2,3-dinitro-4-hydroxy-5-tert-butyltoluene) and phenylacetic acid (30 g) was heated for 1 h at 120°-130° C. under nitrogen. The reaction product was extracted with chloroform, washed with 10% sodium carbonate, water, and dried (Na2SO4). The chloroform solution was evaporated to dryness in vacuo, and recrystallised from chloroformethylacetate-pentane to afford the title compound (9.3 g), m.p. 226°-228° C... Starting materials: 20, Cl (hydrochloric acid), 168, NC=1SC=C(C1C#N)OCC (2-amino-3-cyano-4-ethoxythiophene), CO (methanol). Solvent: O (water), O (water). The product is 136, NC=1SC=C(C1C#N)O (2-amino-3-cyano-4-hydroxythiophene). As a reaction SMILES: Cl.[NH2:2][C:3]1[S:4][CH:5]=[C:6]([O:10]CC)[C:7]=1[C:8]#[N:9].CO>O>[NH2:2][C:3]1[S:4][CH:5]=[C:6]([OH:10])[C:7]=1[C:8]#[N:9]. Reported procedure: A solution of 20 parts by volume of concentrated hydrochloric acid in 100 parts by volume of water is added dropwise to a boiling mixture of 168 parts of 2-amino-3-cyano-4-ethoxythiophene and 500 parts by volume of methanol. The mixture is refluxed for a further 2 hours and diluted with 400 parts by volume of water, and the product is filtered off under suction, washed with water and dried to give 136 parts of 2-amino-3-cyano-4-hydroxythiophene. The sample recrystallized from acetic acid does no...